This data is from the Open Reaction Database (ORD), a public repository of structured organic reaction records. The task is: describe an organic reaction: reactants, conditions, products, and yield Reported procedure: Using a procedure similar to that described in Example 60, except using a solution of 3-fluoro-4-methoxybenzoyl chloride (0.16 mmole) in THF and a solution of 2-amino-2-methyl-3-(4,6,7-trichloro-2H-indazol-2-yl)propionitrile (0.075 mmole, described in Example 147) in THF mixed with TEA (3% v./v.), the title compound was isolated as solid residue (6.6 mg). It was dissolved in DMSO for further biological evaluation and analyzed by LCMS. MS (ES): M/Z [M+H]=455, RT=0.69 min. Reaction SMILES: [F:1][C:2]1[CH:3]=[C:4]([CH:8]=[CH:9][C:10]=1[O:11][CH3:12])[C:5](Cl)=[O:6].[NH2:13][C:14]([CH3:30])([CH2:17][N:18]1[CH:26]=[C:25]2[C:20]([C:21]([Cl:29])=[C:22]([Cl:28])[CH:23]=[C:24]2[Cl:27])=[N:19]1)[C:15]#[N:16]>C1COCC1>[C:15]([C:14]([NH:13][C:5](=[O:6])[C:4]1[CH:8]=[CH:9][C:10]([O:11][CH3:12])=[C:2]([F:1])[CH:3]=1)([CH3:30])[CH2:17][N:18]1[CH:26]=[C:25]2[C:20]([C:21]([Cl:29])=[C:22]([Cl:28])[CH:23]=[C:24]2[Cl:27])=[N:19]1)#[N:16]. Product: C(#N)C(CN1N=C2C(=C(C=C(C2=C1)Cl)Cl)Cl)(C)NC(C1=CC(=C(C=C1)OC)F)=O (N-[1-Cyano-1-methyl-2-(4,6,7-trichloro-2H-indazol-2-yl)ethyl]-3-fluoro-4-methoxybenzamide), residue. Starting materials: FC=1C=C(C(=O)Cl)C=CC1OC (3-fluoro-4-methoxybenzoyl chloride), NC(C#N)(CN1N=C2C(=C(C=C(C2=C1)Cl)Cl)Cl)C (2-amino-2-methyl-3-(4,6,7-trichloro-2H-indazol-2-yl)propionitrile), TEA. Solvent: C1CCOC1 (THF), C1CCOC1 (THF). Starting materials: C(C)(=O)O[C@H]1[C@H](OC2=C(C=CC(=C2)Br)Cl)SC[C@H]([C@@H]1OC(C)=O)OC(C)=O (5-bromo-2-chlorophenyl 2,3,4-tri-O-acetyl-5-thio-β-D-xylopyranoside), CC1=NOC(=C1I)C (3,5-dimethyl-4-iodoisoxazole). Product: C(C)(=O)O[C@H]1[C@H](OC2=C(C=CC(=C2)C=2C(=NOC2C)C)Cl)SC[C@H]([C@@H]1OC(C)=O)OC(C)=O (2-Chloro-5-(3,5-dimethyl-4-isoxazolyl)phenyl 2,3,4-tri-O-acetyl-5-thio-β-D-xylopyranoside), crude product. Reaction SMILES: [C:1]([O:4][C@@H:5]1[C@@H:19]([O:20][C:21](=[O:23])[CH3:22])[C@H:18]([O:24][C:25](=[O:27])[CH3:26])[CH2:17][S:16][C@H:6]1[O:7][C:8]1[CH:13]=[C:12](Br)[CH:11]=[CH:10][C:9]=1[Cl:15])(=[O:3])[CH3:2].[CH3:28][C:29]1[C:33](I)=[C:32]([CH3:35])[O:31][N:30]=1>>[C:1]([O:4][C@@H:5]1[C@@H:19]([O:20][C:21](=[O:23])[CH3:22])[C@H:18]([O:24][C:25](=[O:27])[CH3:26])[CH2:17][S:16][C@H:6]1[O:7][C:8]1[CH:13]=[C:12]([C:33]2[C:29]([CH3:28])=[N:30][O:31][C:32]=2[CH3:35])[CH:11]=[CH:10][C:9]=1[Cl:15])(=[O:3])[CH3:2]. Procedure details: By carrying out the operation analogously to example 58, starting from 5-bromo-2-chlorophenyl 2,3,4-tri-O-acetyl-5-thio-β-D-xylopyranoside, obtained according to preparation X, and 3,5-dimethyl-4-iodoisoxazole, the expected compound is obtained in the form of a crude product used without further purification in the deacetylation stage. Reactants: ClC1=C2C(=NN=C1C1=CC=CC=C1)N(N=C2C2=CC=C(C=C2)I)C (4-Chloro-3-(4-iodophenyl)-1-methyl-5-phenyl-1H-pyrazolo[3,4-c]pyridazine), ClC1=C2C(=NN=C1C1=CC=CC=C1)N(N=C2C2=CC=C(C=C2)I)C (4-Chloro-3-(4-iodophenyl)-1-methyl-5-phenyl-1H-pyrazolo[3,4-c]pyridazine), CN(C)C=O (DMF). The reagents and catalysts are [C-]#N.[C-]#N.[Zn+2] (Zn(CN)2), C=1C=CC(=CC1)[P](C=2C=CC=CC2)(C=3C=CC=CC3)[Pd]([P](C=4C=CC=CC4)(C=5C=CC=CC5)C=6C=CC=CC6)([P](C=7C=CC=CC7)(C=8C=CC=CC8)C=9C=CC=CC9)[P](C=1C=CC=CC1)(C=1C=CC=CC1)C=1C=CC=CC1 (Pd(PPh3)4). Conditions: temperature 100 celsius. Product: ClC1=C2C(=NN=C1C1=CC=CC=C1)N(N=C2C2=CC=C(C#N)C=C2)C (4-(4-chloro-1-methyl-5-phenyl-1H-pyrazolo[3,4-c]pyridazin-3-yl)benzonitrile). As a reaction SMILES: [Cl:1][C:2]1[C:7]([C:8]2[CH:13]=[CH:12][CH:11]=[CH:10][CH:9]=2)=[N:6][N:5]=[C:4]2[N:14]([CH3:24])[N:15]=[C:16]([C:17]3[CH:22]=[CH:21][C:20](I)=[CH:19][CH:18]=3)[C:3]=12.[CH3:25][N:26](C=O)C>[C-]#N.[C-]#N.[Zn+2].C1C=CC([P]([Pd]([P](C2C=CC=CC=2)(C2C=CC=CC=2)C2C=CC=CC=2)([P](C2C=CC=CC=2)(C2C=CC=CC=2)C2C=CC=CC=2)[P](C2C=CC=CC=2)(C2C=CC=CC=2)C2C=CC=CC=2)(C2C=CC=CC=2)C2C=CC=CC=2)=CC=1>[Cl:1][C:2]1[C:7]([C:8]2[CH:13]=[CH:12][CH:11]=[CH:10][CH:9]=2)=[N:6][N:5]=[C:4]2[N:14]([CH3:24])[N:15]=[C:16]([C:17]3[CH:22]=[CH:21][C:20]([C:25]#[N:26])=[CH:19][CH:18]=3)[C:3]=12 |f:2.3.4,^1:38,40,59,78|. Procedure: A degassed mixture of 4-chloro-3-(4-iodophenyl)-1-methyl-5-phenyl-1H-pyrazolo[3,4-c]pyridazine (Compound 43, Example 23) (70 mg, 0.16 mmol), Zn(CN)2 (18 mg, 0.094 mmol) and Pd(PPh3)4 (18 mg, 0.016 mmol) in DMF (1 mL) was heated at 100° C. for 40 min in a microwave. The reaction mixture was partitioned between ethyl acetate and water. The organic phase was washed with water and brine, dried using a phase separating cartridge and concentrated in vacuo. The crude residue was purified by column chro... Starting materials: COC1=CC=C(CN2N=C(C=C2C(=O)N)C(F)(F)F)C=C1 (1-(4-methoxybenzyl)-3-(trifluoromethyl)-1H-pyrazole-5-carboxamide), [H-].[H-].[H-].[H-].[Li+].[Al+3] (LAH), [H-].[H-].[H-].[H-].[Li+].[Al+3] (LAH), S(=O)(=O)([O-])[O-].[Na+].[Na+] (sodium sulfate), C(C)(=O)OCC.CCCCCC (ethyl acetate hexane). The solvent is C1CCOC1 (THF), C1CCOC1 (THF). Product: COC1=CC=C(CN2N=C(C=C2CN)C(F)(F)F)C=C1 ((1-(4-methoxybenzyl)-3-(trifluoromethyl)-1H-pyrazol-5-yl)methanamine). RXN SMILES: [H-].[H-].[H-].[H-].[Li+].[Al+3].[CH3:7][O:8][C:9]1[CH:27]=[CH:26][C:12]([CH2:13][N:14]2[C:18]([C:19]([NH2:21])=O)=[CH:17][C:16]([C:22]([F:25])([F:24])[F:23])=[N:15]2)=[CH:11][CH:10]=1.C(OCC)(=O)C.CCCCCC.S([O-])([O-])(=O)=O.[Na+].[Na+]>C1COCC1>[CH3:7][O:8][C:9]1[CH:10]=[CH:11][C:12]([CH2:13][N:14]2[C:18]([CH2:19][NH2:21])=[CH:17][C:16]([C:22]([F:23])([F:24])[F:25])=[N:15]2)=[CH:26][CH:27]=1 |f:0.1.2.3.4.5,7.8,9.10.11|. Reported procedure: LAH (4.7 g, 0.12 mol) was charged into a flask. THF (250 mL) was added at 0° C. Then a solution of 1-(4-methoxybenzyl)-3-(trifluoromethyl)-1H-pyrazole-5-carboxamide (37 g, 0.12 mol) in THF (120 mL) was added drop wise for 30 min at 0° C. and reaction mixture was heated to reflux for 5 h. Progress of the reaction was monitored by TLC (50% ethyl acetate/hexane, Rf˜0.2). As the reaction was not completed, LAH (2.3 g) was added again and the mixture was refluxed for another 4 h. After completion of ... Reaction SMILES: Cl[C:2]1([C:13]2[CH:18]=[CH:17][CH:16]=[CH:15][C:14]=2[O:19][CH3:20])[C:10]2[C:5](=[CH:6][CH:7]=[C:8]([Cl:11])[CH:9]=2)[NH:4][C:3]1=[O:12].[NH2:21][C@@H:22]([C:28]1[CH:33]=[CH:32][CH:31]=[CH:30][CH:29]=1)[C:23]([N:25]([CH3:27])[CH3:26])=[O:24]>>[Cl:11][C:8]1[CH:9]=[C:10]2[C:5](=[CH:6][CH:7]=1)[NH:4][C:3](=[O:12])[C:2]2([NH:21][C@@H:22]([C:28]1[CH:33]=[CH:32][CH:31]=[CH:30][CH:29]=1)[C:23]([N:25]([CH3:27])[CH3:26])=[O:24])[C:13]1[CH:18]=[CH:17][CH:16]=[CH:15][C:14]=1[O:19][CH3:20]. Reported procedure: With 1.45 g of 3,5-dichloro-3-(2-methoxyphenyl)-1,3-dihydro-2H-indol-2-one and 0.92 g of the compound obtained in Step 87-2 (5.16 mmol, crude form) as starting materials, 1.09 g (Isomer A, colorless amorphous) and 1.31 g (Isomer B, colorless amorphous) of the respective diastereoisomers of the title compound were obtained by a similar method to Step 4-2. Product: ClC=1C=C2C(C(NC2=CC1)=O)(C1=C(C=CC=C1)OC)N[C@H](C(=O)N(C)C)C1=CC=CC=C1 ((2S)-2-{[5-chloro-3-(2-methoxyphenyl)-2-oxo-2,3-dihydro-1H-indol-3-yl]amino}-N,N-dimethyl-2-phenyl acetamide). Reactants: ClC1(C(NC2=CC=C(C=C12)Cl)=O)C1=C(C=CC=C1)OC (3,5-dichloro-3-(2-methoxyphenyl)-1,3-dihydro-2H-indol-2-one), N[C@H](C(=O)N(C)C)C1=CC=CC=C1 ((2S)-2-amino-N,N-dimethyl-2-phenyl acetamide). Starting materials: C1CNCCN1, CN(C)C=O, CCOC(=O)c1c2n(c3cc(F)c(F)cc3c1=O)C(C)S2. Yields the product CCOC(=O)c1c2n(c3cc(N4CCNCC4)c(F)cc3c1=O)C(C)S2. As a reaction SMILES: [CH2:22]1[CH2:23][NH:24][CH2:25][CH2:26][NH:27]1.[CH3:28][N:29]([CH3:30])[CH:31]=[O:32].[F:1][c:2]1[cH:3][c:4]2[c:5](=[O:21])[c:6]([C:16](=[O:17])[O:18][CH2:19][CH3:20])[c:7]3[n:8]([c:9]2[cH:10][c:11]1[F:12])[CH:13]([CH3:15])[S:14]3>>[F:1][c:2]1[cH:3][c:4]2[c:5](=[O:21])[c:6]([C:16](=[O:17])[O:18][CH2:19][CH3:20])[c:7]3[n:8]([c:9]2[cH:10][c:11]1[N:24]1[CH2:23][CH2:22][NH:27][CH2:26][CH2:25]1)[CH:13]([CH3:15])[S:14]3. Reactants: C1CCOC1, O=C1CCc2c(C3OCCO3)cccc2N1Cc1ccc(CCl)cc1, Sc1ccccc1. Yields the product O=C1CCc2c(C3OCCO3)cccc2N1Cc1ccc(Sc2ccccc2)cc1. Reaction SMILES: [CH2:33]1[O:34][CH2:35][CH2:36][CH2:37]1.[Cl:1][CH2:2][c:3]1[cH:4][cH:5][c:6]([CH2:7][N:8]2[C:9](=[O:23])[CH2:10][CH2:11][c:12]3[c:13]([CH:18]4[O:19][CH2:20][CH2:21][O:22]4)[cH:14][cH:15][cH:16][c:17]32)[cH:24][cH:25]1.[SH:26][c:27]1[cH:28][cH:29][cH:30][cH:31][cH:32]1>>[c:3]1([S:26][c:27]2[cH:28][cH:29][cH:30][cH:31][cH:32]2)[cH:4][cH:5][c:6]([CH2:7][N:8]2[C:9](=[O:23])[CH2:10][CH2:11][c:12]3[c:13]([CH:18]4[O:19][CH2:20][CH2:21][O:22]4)[cH:14][cH:15][cH:16][c:17]32)[cH:24][cH:25]1. Starting materials: O=C1CCC(=O)N1Br, O=C(OOC(=O)c1ccccc1)c1ccccc1, ClC(Cl)(Cl)Cl, Cc1ccc(F)cn1. Product: Fc1ccc(CBr)nc1. Reaction SMILES: [Br:9][N:10]1[C:11](=[O:12])[CH2:13][CH2:14][C:15]1=[O:16].[C:17]([O:18][O:19][C:20](=[O:21])[c:22]1[cH:23][cH:24][cH:25][cH:26][cH:27]1)(=[O:28])[c:29]1[cH:30][cH:31][cH:32][cH:33][cH:34]1.[Cl:35][C:36]([Cl:37])([Cl:38])[Cl:39].[F:1][c:2]1[cH:3][cH:4][c:5]([CH3:8])[n:6][cH:7]1>>[F:1][c:2]1[cH:3][cH:4][c:5]([CH2:8][Br:9])[n:6][cH:7]1. The reactants are Cl.CC(C)(C)[Si](OCCCNC)(C)C (3-[[(1,1-Dimethylethyl)dimethylsilyl]oxy]-N-methyl-1-propanamine hydrochloride), C(C)(C)N(C(C)C)CC (N,N-Diisopropylethylamine), CC(C)(C)OC(=O)N1OC1C1=CC=C(C=C1)C#N (3-(4-cyanophenyl)-2-oxaziridinecarboxylic acid 1,1-dimethylethyl ester). The solvent is ClCCl (dichloromethane), ClCCl (dichloromethane). Run at temperature 0 celsius, time 1 hour. Product: C(C)(C)(C)OC(=O)NN(C)CCCO[Si](C)(C)C(C)(C)C (N′-[3-(t-Butyl-dimethyl-silanyloxy)-propyl]-N′-methyl-hydrazinecarboxylic acid t-butyl ester). As a reaction SMILES: Cl.[CH3:2][C:3]([Si:6]([CH3:14])([CH3:13])[O:7][CH2:8][CH2:9][CH2:10][NH:11][CH3:12])([CH3:5])[CH3:4].C(N(CC)C(C)C)(C)C.[CH3:24][C:25]([O:28][C:29]([N:31]1C(C2C=CC(C#N)=CC=2)O1)=[O:30])([CH3:27])[CH3:26]>ClCCl>[C:25]([O:28][C:29]([NH:31][N:11]([CH2:10][CH2:9][CH2:8][O:7][Si:6]([C:3]([CH3:2])([CH3:4])[CH3:5])([CH3:13])[CH3:14])[CH3:12])=[O:30])([CH3:27])([CH3:26])[CH3:24] |f:0.1|. Reported procedure: 3-[[(1,1-Dimethylethyl)dimethylsilyl]oxy]-N-methyl-1-propanamine hydrochloride (1:1) (720 mg, 3.0 mmol) was combined with dichloromethane (30 mL) to give a colorless solution. N,N-Diisopropylethylamine (313 mg, 423 μl, 2.42 mmol) was added at 0° C. Subsequently 3-(4-cyanophenyl)-2-oxaziridinecarboxylic acid 1,1-dimethylethyl ester (542 mg, 2.2 mmol) in dichloromethane (20 mL) was added during 15 min at 0° C. and the reaction mixture was stirred for 1 h at 0° C. Afterwards the reaction mixture wa...